From a dataset of the Open Reaction Database (ORD), a public repository of structured organic reaction records. describe an organic reaction: reactants, conditions, products, and yield The reactants are Br (hydrogen bromide), BrBr (bromine), C(C)(C)OC(C)C (diisopropyl ether), C(C)N(C(=O)N[C@@H]1CN([C@@H]2CC3=CNC4=CC=CC([C@H]2C1)=C34)C)CC (1,1-diethyl-3-(6-methyl-8α-ergolinyl)urea). Run in C(C)(=O)O (acetic acid), C(Cl)Cl (methylene chloride), C(Cl)Cl (methylene chloride). Conditions: time 30 minute. Product: BrC1=C2C[C@H]3N(C[C@H](C[C@@H]3C=3C=C(C=C(N1)C32)Br)NC(N(CC)CC)=O)C (3-(2,13-dibromo-6-methyl-8α-ergolinyl)-1,1-diethylurea). Isolated yield 71.0%. Reaction SMILES: [CH2:1]([N:3]([CH2:24][CH3:25])[C:4]([NH:6][C@H:7]1[CH2:21][C@H:20]2[C@@H:10]([CH2:11][C:12]3[C:22]4[C:15](=[CH:16][CH:17]=[CH:18][C:19]2=4)[NH:14][CH:13]=3)[N:9]([CH3:23])[CH2:8]1)=[O:5])[CH3:2].[BrH:26].[Br:27]Br.C(OC(C)C)(C)C>C(Cl)Cl.C(O)(=O)C>[Br:26][C:13]1[NH:14][C:15]2[C:22]3[C:12]=1[CH2:11][C@@H:10]1[C@@H:20]([C:19]=3[CH:18]=[C:17]([Br:27])[CH:16]=2)[CH2:21][C@H:7]([NH:6][C:4](=[O:5])[N:3]([CH2:1][CH3:2])[CH2:24][CH3:25])[CH2:8][N:9]1[CH3:23]. Procedure: 10 g of 1,1-diethyl-3-(6-methyl-8α-ergolinyl)urea (terguride) (30 mmol) is dissolved in 550 ml of methylene chloride and, under ice cooling, 8.8 ml of 33% strength solution of hydrogen bromide in glacial acetic acid is added thereto. With continued cooling, a solution of 3.1 ml of bromine (60 mmol) in 400 ml of methylene chloride is added dropwise thereto within 30 minutes. The crystalline slurry is combined with 200 ml of diisopropyl ether, and the crystals are filtered off after stirring for 2...